This data is from the Open Reaction Database (ORD), a public repository of structured organic reaction records. The task is: describe an organic reaction: reactants, conditions, products, and yield Starting materials: O=S(=O)(Cl)c1ccc(-c2ccc(F)cc2F)cc1, COC(=O)C1CCC(N)CC1. Yields the product COC(=O)C1CCC(NS(=O)(=O)c2ccc(-c3ccc(F)cc3F)cc2)CC1. RXN SMILES: [F:1][c:2]1[c:3](-[c:9]2[cH:10][cH:11][c:12]([S:15](=[O:16])(=[O:17])[Cl:18])[cH:13][cH:14]2)[cH:4][cH:5][c:6]([F:8])[cH:7]1.[NH2:19][CH:20]1[CH2:21][CH2:22][CH:23]([C:26](=[O:27])[O:28][CH3:29])[CH2:24][CH2:25]1>>[F:1][c:2]1[c:3](-[c:9]2[cH:10][cH:11][c:12]([S:15](=[O:16])(=[O:17])[NH:19][CH:20]3[CH2:21][CH2:22][CH:23]([C:26](=[O:27])[O:28][CH3:29])[CH2:24][CH2:25]3)[cH:13][cH:14]2)[cH:4][cH:5][c:6]([F:8])[cH:7]1. Starting materials: [Br-].C(C)(=O)C=1C=[N+](C=CC1CC1C(C2=CC=C(C=C2C1)OC)=O)CC1=C(C=CC=C1)C (2-[[3-acetyl-1-(o-tolylmethyl)pyridin-1-ium-4-yl]methyl]-5-methoxy-indan-1-one bromide), C1C=CN(C=C1C(=O)N)CC2=CC=CC=C2 (BNAH). The product is C(C)(=O)C1=CN(C=CC1CC1C(C2=CC=C(C=C2C1)OC)=O)CC1=C(C=CC=C1)C (2-[[3-acetyl-1-(o-tolylmethyl)-4H-pyridin-4-yl]methyl]-5-methoxy-indan-1-one). Reaction SMILES: [Br-].[C:2]([C:5]1[CH:6]=[N+:7]([CH2:24][C:25]2[CH:30]=[CH:29][CH:28]=[CH:27][C:26]=2[CH3:31])[CH:8]=[CH:9][C:10]=1[CH2:11][CH:12]1[CH2:20][C:19]2[C:14](=[CH:15][CH:16]=[C:17]([O:21][CH3:22])[CH:18]=2)[C:13]1=[O:23])(=[O:4])[CH3:3].C1C(C(N)=O)=CN(CC2C=CC=CC=2)C=C1>>[C:2]([C:5]1[CH:10]([CH2:11][CH:12]2[CH2:20][C:19]3[C:14](=[CH:15][CH:16]=[C:17]([O:21][CH3:22])[CH:18]=3)[C:13]2=[O:23])[CH:9]=[CH:8][N:7]([CH2:24][C:25]2[CH:30]=[CH:29][CH:28]=[CH:27][C:26]=2[CH3:31])[CH:6]=1)(=[O:4])[CH3:3] |f:0.1|. Procedure details: The title compound 164 is prepared according to the procedure reported in Example 39.1 with compound 138 (100 mg, 0.21 mmol) and BNAH (45 mg, 1 equiv) as reactants. Yellow solid. (Yield 34.5 mg, 41%). The reactants are NS(=O)(=O)C1=CC(=C(C=C1)N[C@H](CC(=O)O)CSC1=CC=CC=C1)[N+](=O)[O-] ((3R)-3-((4-(aminosulfonyl)-2-nitrophenyl)amino)-4-(phenylthio)butanoic acid), CNC (dimethylamine), CCN=C=NCCCN(C)C (EDCI). The reagents and catalysts are CN(C)C=1C=CN=CC1 (DMAP). The solvent is C1CCOC1 (THF), CN(C)C=O (DMF), C(C)(=O)OCC (ethyl acetate). Yields the product NS(=O)(=O)C1=CC(=C(C=C1)N[C@H](CC(=O)N(C)C)CSC1=CC=CC=C1)[N+](=O)[O-] ((3R)-3-((4-(aminosulfonyl)-2-nitrophenyl)amino)-N,N-dimethyl-4-(phenylthio)butanamide). Reaction SMILES: [NH2:1][S:2]([C:5]1[CH:10]=[CH:9][C:8]([NH:11][C@@H:12]([CH2:17][S:18][C:19]2[CH:24]=[CH:23][CH:22]=[CH:21][CH:20]=2)[CH2:13][C:14](O)=[O:15])=[C:7]([N+:25]([O-:27])=[O:26])[CH:6]=1)(=[O:4])=[O:3].[CH3:28][NH:29][CH3:30].CCN=C=NCCCN(C)C>C1COCC1.CN(C1C=CN=CC=1)C.CN(C=O)C.C(OCC)(=O)C>[NH2:1][S:2]([C:5]1[CH:10]=[CH:9][C:8]([NH:11][C@@H:12]([CH2:17][S:18][C:19]2[CH:24]=[CH:23][CH:22]=[CH:21][CH:20]=2)[CH2:13][C:14]([N:29]([CH3:30])[CH3:28])=[O:15])=[C:7]([N+:25]([O-:27])=[O:26])[CH:6]=1)(=[O:4])=[O:3]. Reported procedure: A solution of Example 122E (411 mg, 1 mmol), 2M dimethylamine in THF (1 mL), EDCI (296 mg, 1.5 mmol), and DMAP (10 mg ) in DMF (10 mL) at room temperature was stirred for 16 hours, diluted with ethyl acetate (200 mL), washed sequentially with 1N HCl (50 mL), water (50 mL), and brine (20 mL), dried (MgSO4), filtered, and concentrated. The concentrate was purified by flash column chromatography on silica gel with 100% ethyl acetate to provide the desired product. MS (ESI(+)) m/e 439 (M+H)+. Starting materials: COC(=O)c1c(Cl)cc(C)nc1Oc1c(C)cc(Cl)cc1C, CN1CCCC1=O, CCC(N)C(C)O. Product: CCC(Nc1cc(C)nc(Oc2c(C)cc(Cl)cc2C)c1C(=O)OC)C(C)O. Reaction SMILES: [CH3:1][O:2][C:3]([c:4]1[c:5]([O:12][c:13]2[c:14]([CH3:21])[cH:15][c:16]([Cl:20])[cH:17][c:18]2[CH3:19])[n:6][c:7]([CH3:11])[cH:8][c:9]1[Cl:10])=[O:22].[CH3:30][N:31]1[CH2:32][CH2:33][CH2:34][C:35]1=[O:36].[NH2:23][CH:24]([CH:25]([CH3:26])[OH:27])[CH2:28][CH3:29]>>[CH3:1][O:2][C:3]([c:4]1[c:5]([O:12][c:13]2[c:14]([CH3:21])[cH:15][c:16]([Cl:20])[cH:17][c:18]2[CH3:19])[n:6][c:7]([CH3:11])[cH:8][c:9]1[NH:23][CH:24]([CH:25]([CH3:26])[OH:27])[CH2:28][CH3:29])=[O:22].